From a dataset of the Open Reaction Database (ORD), a public repository of structured organic reaction records. describe an organic reaction: reactants, conditions, products, and yield Starting materials: NC1=C(C(=O)C2=CSC=C2)C=CC=C1 (3-(amino-benzoyl)thiophene), solid, [OH-].[K+] (potassium hydroxide), O.NN (hydrazine hydrate). Solvent: C(COCCO)O (diethylene glycol). Yields the product NC1=C(CC2=CSC=C2)C=CC=C1 (3-(2-amino-benzyl)thiophene). RXN SMILES: [NH2:1][C:2]1[CH:14]=[CH:13][CH:12]=[CH:11][C:3]=1[C:4]([C:6]1[CH:10]=[CH:9][S:8][CH:7]=1)=O.[OH-].[K+].O.NN>C(O)COCCO>[NH2:1][C:2]1[CH:14]=[CH:13][CH:12]=[CH:11][C:3]=1[CH2:4][C:6]1[CH:10]=[CH:9][S:8][CH:7]=1 |f:1.2,3.4|. Reported procedure: 14.8 g of 3-(amino-benzoyl)thiophene, 23.8 g of solid potassium hydroxide and 19.6 g of hydrazine hydrate are heated to the boil at reflux in 180 cc of diethylene glycol for 3 hours. After diluting the reaction mixture with ice water, extraction is effected with ether. The ether phase is washed thrice with water, is dried with sodium sulphate and concentrated. 3-(2-amino-benzyl)thiophene is obtained in the form of a light yellow oil having a B.P. of 121°-123° 10.05 mm Hg. Reactants: [BH3-]C#N, COc1ccc(CC(C)=O)cc1, CO, CC(C)(C)OC(=O)N1CCC(CN)CC1, [Na+]. Product: COc1ccc(CC(C)NCC2CCN(C(=O)OC(C)(C)C)CC2)cc1. Reaction SMILES: [C:1]([BH3-:2])#[N:3].[CH3:20][O:21][c:22]1[cH:23][cH:24][c:25]([CH2:28][C:29]([CH3:30])=[O:31])[cH:26][cH:27]1.[CH3:32][OH:33].[NH2:5][CH2:6][CH:7]1[CH2:8][CH2:9][N:10]([C:13](=[O:14])[O:15][C:16]([CH3:17])([CH3:18])[CH3:19])[CH2:11][CH2:12]1.[Na+:4]>>[NH:5]([CH2:6][CH:7]1[CH2:8][CH2:9][N:10]([C:13](=[O:14])[O:15][C:16]([CH3:17])([CH3:18])[CH3:19])[CH2:11][CH2:12]1)[CH:29]([CH2:28][c:25]1[cH:24][cH:23][c:22]([O:21][CH3:20])[cH:27][cH:26]1)[CH3:30]. Reactants: CC(C)OC=1C=CC2=C(C1)OC=C(C2=O)C=3C=CC=CC3 (Ipriflavon), C([C@@H]1[C@@H]2[C@@H]([C@H]([C@H](O1)O[C@@H]3[C@H](O[C@@H]([C@@H]([C@H]3O)O)O[C@@H]4[C@H](O[C@@H]([C@@H]([C@H]4O)O)O[C@@H]5[C@H](O[C@@H]([C@@H]([C@H]5O)O)O[C@@H]6[C@H](O[C@@H]([C@@H]([C@H]6O)O)O[C@@H]7[C@H](O[C@H](O2)[C@@H]([C@H]7O)O)CO)CO)CO)CO)CO)O)O)O (α-cyclodextrin), O (water). The solvent is CC(=O)C (acetone). Yields the product CC(C)OC=1C=CC2=C(C1)OC=C(C2=O)C=3C=CC=CC3.C([C@@H]1[C@@H]2[C@@H]([C@H]([C@H](O1)O[C@@H]3[C@H](O[C@@H]([C@@H]([C@H]3O)O)O[C@@H]4[C@H](O[C@@H]([C@@H]([C@H]4O)O)O[C@@H]5[C@H](O[C@@H]([C@@H]([C@H]5O)O)O[C@@H]6[C@H](O[C@@H]([C@@H]([C@H]6O)O)O[C@@H]7[C@H](O[C@H](O2)[C@@H]([C@H]7O)O)CO)CO)CO)CO)CO)O)O)O (Ipriflavon α-cyclodextrin). RXN SMILES: [CH3:1][CH:2]([O:4][C:5]1[CH:6]=[CH:7][C:8]2[C:14](=[O:15])[C:13]([C:16]3[CH:17]=[CH:18][CH:19]=[CH:20][CH:21]=3)=[CH:12][O:11][C:9]=2[CH:10]=1)[CH3:3].[CH2:22]([OH:87])[C@H:23]1[O:28][C@@H:27]2[O:29][C@H:30]3[C@H:35]([OH:36])[C@@H:34]([OH:37])[C@@H:33]([O:38][C@H:39]4[C@H:44]([OH:45])[C@@H:43]([OH:46])[C@@H:42]([O:47][C@H:48]5[C@H:53]([OH:54])[C@@H:52]([OH:55])[C@@H:51]([O:56][C@H:57]6[C@H:62]([OH:63])[C@@H:61]([OH:64])[C@@H:60]([O:65][C@H:66]7[C@H:72]([OH:73])[C@@H:71]([OH:74])[C@@H:69]([O:70][C@H:24]1[C@H:25]([OH:86])[C@H:26]2[OH:85])[O:68][C@@H:67]7[CH2:75][OH:76])[O:59][C@@H:58]6[CH2:77][OH:78])[O:50][C@@H:49]5[CH2:79][OH:80])[O:41][C@@H:40]4[CH2:81][OH:82])[O:32][C@@H:31]3[CH2:83][OH:84].O>CC(C)=O>[CH3:3][CH:2]([O:4][C:5]1[CH:6]=[CH:7][C:8]2[C:14](=[O:15])[C:13]([C:16]3[CH:21]=[CH:20][CH:19]=[CH:18][CH:17]=3)=[CH:12][O:11][C:9]=2[CH:10]=1)[CH3:1].[CH2:77]([OH:78])[C@H:58]1[O:59][C@@H:60]2[O:65][C@H:66]3[C@H:72]([OH:73])[C@@H:71]([OH:74])[C@@H:69]([O:70][C@H:24]4[C@H:25]([OH:86])[C@@H:26]([OH:85])[C@@H:27]([O:29][C@H:30]5[C@H:35]([OH:36])[C@@H:34]([OH:37])[C@@H:33]([O:38][C@H:39]6[C@H:44]([OH:45])[C@@H:43]([OH:46])[C@@H:42]([O:47][C@H:48]7[C@H:53]([OH:54])[C@@H:52]([OH:55])[C@@H:51]([O:56][C@H:57]1[C@H:62]([OH:63])[C@H:61]2[OH:64])[O:50][C@@H:49]7[CH2:79][OH:80])[O:41][C@@H:40]6[CH2:81][OH:82])[O:32][C@@H:31]5[CH2:83][OH:84])[O:28][C@@H:23]4[CH2:22][OH:87])[O:68][C@@H:67]3[CH2:75][OH:76] |f:4.5|. Procedure: 0.5 g (1.78 mmoles) of Ipriflavon were dissolved in 10 ml of acetone in pulg mortar and 4.0 g (3.70 mmoles) of α-cyclodextrin of 10% by weight moisture content and 2 ml of distilled water were added. The light suspension thus obtained was homogenized with a standing rubbing until the solvent was evaporated. Thereafter the product thus obtained was dried for 24 hours at 60° C. It contains 11.1% of active ingredient and also free α-cyclodextrin. Molar ratio of Ipriflavon to α-cyclodextrin=1:2.1.